Dataset: the Open Reaction Database (ORD), a public repository of structured organic reaction records. Task: describe an organic reaction: reactants, conditions, products, and yield The product is C(C)(C)(C)OC(C(=O)O)C=1C(=C2C(=NC1C)SC1=C2CCCC1)C1=C(C=C(C=C1)C)O (Tert-butoxy[4-(2-hydroxy-4-methylphenyl)-2-methyl-5,6,7,8-tetrahydro[1]benzothieno[2,3-b]pyridin-3-yl]acetic acid). As a reaction SMILES: [C:1]([O:5][CH:6]([C:12]1[C:13]([C:26]2[CH:31]=[CH:30][C:29]([CH3:32])=[CH:28][C:27]=2[OH:33])=[C:14]2[C:21]3[CH2:22][CH2:23][CH2:24][CH2:25][C:20]=3[S:19][C:15]2=[N:16][C:17]=1[CH3:18])[C:7]([O:9]CC)=[O:8])([CH3:4])([CH3:3])[CH3:2].[OH-].[Na+]>C(O)C.O1CCCC1>[C:1]([O:5][CH:6]([C:12]1[C:13]([C:26]2[CH:31]=[CH:30][C:29]([CH3:32])=[CH:28][C:27]=2[OH:33])=[C:14]2[C:21]3[CH2:22][CH2:23][CH2:24][CH2:25][C:20]=3[S:19][C:15]2=[N:16][C:17]=1[CH3:18])[C:7]([OH:9])=[O:8])([CH3:4])([CH3:3])[CH3:2] |f:1.2|. Run in C(C)O (ethanol), O1CCCC1 (tetrahydrofuran). Reported procedure: To a stirred solution of the major diastereoisomeric pair of ethyl tert-butoxy[4-(2-hydroxy-4-methylphenyl)-2-methyl-5,6,7,8-tetrahydro[1]benzothieno[2,3-b]pyridin-3-yl]acetate (Step 9, 214 mg, 458 μmol) in ethanol (5 mL) and tetrahydrofuran (5 mL) was added a solution of sodium hydroxide (2 N, aqueous, 2 mL, 2.75 mmol) and the reaction was stirred at 60° C. for 18 hours. The reaction was concentrated in vacuo until all organic solvents had been removed, the aqueous residue was then acidified wi... The yield is 38.0%. Reactants: C(C)(C)(C)OC(C(=O)OCC)C=1C(=C2C(=NC1C)SC1=C2CCCC1)C1=C(C=C(C=C1)C)O (ethyl tert-butoxy[4-(2-hydroxy-4-methylphenyl)-2-methyl-5,6,7,8-tetrahydro[1]benzothieno[2,3-b]pyridin-3-yl]acetate), [OH-].[Na+] (sodium hydroxide). Conditions: temperature 60 celsius, time 18 hour. The reactants are C(C1=CC=CC=C1)OC(=O)N[C@H](C)C(=O)O (N-Benzyloxycarbonyl-D-alanine), C[C@H]1[C@@H](CCCC1)O (trans-2-methylcyclohexanol), C1CCC(CC1)N=C=NC2CCCCC2 (DCC). The reagents and catalysts are CN(C1=CC=NC=C1)C (4-dimethylaminopyridine), CC(=O)O (HOAc). The solvent is C1CCOC1 (THF). Product: C[C@H]1[C@@H](CCCC1)OC([C@H](NC(=O)OCC1=CC=CC=C1)C)=O (N-Benzyloxycarbonyl-D-alanine trans-2-Methylcyclohexyl Ester). RXN SMILES: [CH2:1]([O:8][C:9]([NH:11][C@@H:12]([C:14]([OH:16])=[O:15])[CH3:13])=[O:10])[C:2]1[CH:7]=[CH:6][CH:5]=[CH:4][CH:3]=1.[CH3:17][C@@H:18]1[CH2:23][CH2:22][CH2:21][CH2:20][C@H:19]1O.C1CCC(N=C=NC2CCCCC2)CC1>C1COCC1.CN(C)C1C=CN=CC=1.CC(O)=O>[CH3:17][C@@H:18]1[CH2:23][CH2:22][CH2:21][CH2:20][C@H:19]1[O:15][C:14](=[O:16])[C@@H:12]([CH3:13])[NH:11][C:9]([O:8][CH2:1][C:2]1[CH:3]=[CH:4][CH:5]=[CH:6][CH:7]=1)=[O:10]. Procedure: N-Benzyloxycarbonyl-D-alanine (2.5 mmol. 0.556 g) and trans-2-methylcyclohexanol (3 equivalents, 1 mL) were dissolved in 7 mL THF at room temperature, followed by the addition of 70 mg 4-dimethylaminopyridine. DCC (2.5 mmol, 0.515 g) was then introduced with stirring. The solution turned cloudy immediately and was stirred at room temperature overnight. The reaction mixture was stirred for another 15 min after several drops of HOAc were added to it. Dicyclohexylurea (DCU) was filtered off and the...